This data is from the Open Reaction Database (ORD), a public repository of structured organic reaction records. The task is: describe an organic reaction: reactants, conditions, products, and yield The reactants are COC(CN1N=C(C=C1)N)(C)C (1-(2-methoxy-2-methyl-propyl)-1H-pyrazol-3-ylamine), N1=C(C=CC=C1C)C (2,6-lutidine), C(C)(C)(C)OC(NC1=CC(=CC=C1)CN1N=C(C=C1)NC([C@H](CC1CCCC1)C1=CC(=C(C=C1)S(=O)(=O)C)Cl)=O)=O ((3-{3-[2-(R)-(3-chloro-4-methanesulfonyl-phenyl)-3-cyclopentyl-propionylamino]-pyrazol-1-ylmethyl}-phenyl)-carbamic acid tert-butyl ester), C(C(=O)Cl)(=O)Cl (oxalyl chloride). Reagents/catalysts: CN(C=O)C (N,N-dimethylformamide). The solvent is C(Cl)Cl (methylene chloride), C(Cl)Cl (methylene chloride), C(Cl)Cl (methylene chloride). Reaction conditions: temperature 25 celsius, time 30 minute. The product is ClC=1C=C(C=CC1S(=O)(=O)C)[C@H](C(=O)NC1=NN(C=C1)CC(C)(C)OC)CC1CCCC1 ((R)-2-(3-chloro-4-methanesulfonyl-phenyl)-3-cyclopentyl-N-[1-(2-methoxy-2-methyl-propyl)-1H-pyrazol-3-yl]-propionamide). The yield is 90.0%. As a reaction SMILES: C(OC(=O)NC1C=C[CH:11]=[C:10]([CH2:14][N:15]2[CH:19]=[CH:18][C:17]([NH:20][C:21](=[O:40])[C@@H:22]([C:29]3[CH:34]=[CH:33][C:32]([S:35]([CH3:38])(=[O:37])=[O:36])=[C:31]([Cl:39])[CH:30]=3)[CH2:23][CH:24]3[CH2:28][CH2:27][CH2:26][CH2:25]3)=[N:16]2)[CH:9]=1)(C)(C)C.C(Cl)(=O)[C:43](Cl)=[O:44].COC(C)(C)CN1C=CC(N)=N1.N1C(C)=CC=CC=1C>C(Cl)Cl.CN(C)C=O>[Cl:39][C:31]1[CH:30]=[C:29]([C@@H:22]([CH2:23][CH:24]2[CH2:28][CH2:27][CH2:26][CH2:25]2)[C:21]([NH:20][C:17]2[CH:18]=[CH:19][N:15]([CH2:14][C:10]([O:44][CH3:43])([CH3:11])[CH3:9])[N:16]=2)=[O:40])[CH:34]=[CH:33][C:32]=1[S:35]([CH3:38])(=[O:36])=[O:37]. Procedure: In a round bottom flask, 2(R)-(3-chloro-4-methanesulfonyl-phenyl)-3-cyclopentyl-propionic acid (prepared as in PCT WO 2004/052869 A1, Example 1, 165 mg, 0.50 mmol) was dissolved in methylene chloride (5 mL) and N,N-dimethylformamide (three drops) at 25° C. under argon. To this solution was added dropwise a solution of oxalyl chloride in methylene chloride (2 M solution, 270 μL, 0.53 mmol) which produced gas evolution and it was then stirred at 25° C. for 30 minutes after which time it was concen...